From a dataset of the Open Reaction Database (ORD), a public repository of structured organic reaction records. describe an organic reaction: reactants, conditions, products, and yield Starting materials: N1C=NC=C1 (Imidazole), [Na] (sodium), BrCC1CCCCCCC1 (bromomethylcyclooctane). Solvent: C(C)O (ethanol). Conditions: time 15 hour. Product: C1(CCCCCCC1)CN1C=NC=C1 (1-Cyclooctylmethylimidazole). RXN SMILES: [NH:1]1[CH:5]=[CH:4][N:3]=[CH:2]1.[Na].Br[CH2:8][CH:9]1[CH2:16][CH2:15][CH2:14][CH2:13][CH2:12][CH2:11][CH2:10]1>C(O)C>[CH:9]1([CH2:8][N:1]2[CH:5]=[CH:4][N:3]=[CH:2]2)[CH2:16][CH2:15][CH2:14][CH2:13][CH2:12][CH2:11][CH2:10]1 |^1:5|. Procedure: Imidazole (2.0 g, 0.03 mol) was added to a solution of sodium (0.7 g, 0.03 mol) in dry ethanol (50 ml). The mixture was stirred and heated to boiling when bromomethylcyclooctane (5.5 g, 0.027 mol) was added dropwise. Following the addition, the reaction mixture was stirred and boiled for 15 h.